Dataset: the Open Reaction Database (ORD), a public repository of structured organic reaction records. Task: describe an organic reaction: reactants, conditions, products, and yield Solvent: industrial methylated spirit, O (water), O (water), Cl (hydrochloric acid). Reported procedure: A suspension of 3-piperidinecarboxylic acid, 2,4-dioxo-, methyl ester, ion (1-), sodium (10.0 g) in water (24 ml) and 2M aqueous hydrochloric acid (26 ml) was heated at reflux for 30 min. The resulting mixture was cooled to ca. 20°, diluted with industrial methylated spirit (25 ml) and treated with 1-methyl-1-phenylhydrazine sulphate (2:1) (8.8 g) and 5M aqueous sodium hydroxide (12 ml). The resulting suspension was diluted with water (25 ml), cooled to ca. 0° and filtered to give the title comp... Reactants: N1CC(CCC1)C(=O)O (3-piperidinecarboxylic acid), methyl ester, [Na] (sodium), S(=O)(=O)(O)O.CN(N)C1=CC=CC=C1 (1-methyl-1-phenylhydrazine sulphate), [OH-].[Na+] (sodium hydroxide). The product is CN(NC1=CC(NCC1)=O)C1=CC=CC=C1 (5,6-Dihydro-4-(2-methyl-2-phenylhydrazino)-2(1H)-pyridinone). RXN SMILES: [NH:1]1[CH2:6][CH2:5][CH2:4][CH:3](C(O)=O)[CH2:2]1.[Na].S(O)(O)(=O)=O.[CH3:16][N:17]([C:19]1[CH:24]=[CH:23][CH:22]=[CH:21][CH:20]=1)[NH2:18].[OH-:25].[Na+]>O.Cl>[CH3:16][N:17]([C:19]1[CH:24]=[CH:23][CH:22]=[CH:21][CH:20]=1)[NH:18][C:4]1[CH2:3][CH2:2][NH:1][C:6](=[O:25])[CH:5]=1 |f:2.3,4.5,^1:9|.